From a dataset of the Open Reaction Database (ORD), a public repository of structured organic reaction records. describe an organic reaction: reactants, conditions, products, and yield Starting materials: NC=1C=C2C(=CN(C2=CC1)CC)CC1=C(C=C(C(=O)OC)C=C1)OC (methyl 4-(5-amino-1-ethylindol-3-ylmethyl)-3-methoxybenzoate), Cl (hydrochloric acid), C1(CCCC1)CC(=O)O (cyclopentylacetic acid), Cl.CN(CCCN=C=NCC)C (1-(3-dimethylaminopropyl)-3-ethylcarbodiimide hydrochloride). Reagents/catalysts: CN(C1=CC=NC=C1)C (4-(dimethylamino)pyridine). The solvent is C(Cl)Cl (methylene chloride). Run at time 18 hour. Product: C1(CCCC1)CC(=O)NC=1C=C2C(=CN(C2=CC1)CC)CC1=C(C=C(C(=O)OC)C=C1)OC (methyl 4-[5-(2-cyclopentylacetamido)-1-ethylindol-3-ylmethyl]-3-methoxybenzoate). The yield is 87.0%. RXN SMILES: [NH2:1][C:2]1[CH:3]=[C:4]2[C:8](=[CH:9][CH:10]=1)[N:7]([CH2:11][CH3:12])[CH:6]=[C:5]2[CH2:13][C:14]1[CH:23]=[CH:22][C:17]([C:18]([O:20][CH3:21])=[O:19])=[CH:16][C:15]=1[O:24][CH3:25].[CH:26]1([CH2:31][C:32](O)=[O:33])[CH2:30][CH2:29][CH2:28][CH2:27]1.Cl.CN(C)CCCN=C=NCC.Cl>CN(C)C1C=CN=CC=1.C(Cl)Cl>[CH:26]1([CH2:31][C:32]([NH:1][C:2]2[CH:3]=[C:4]3[C:8](=[CH:9][CH:10]=2)[N:7]([CH2:11][CH3:12])[CH:6]=[C:5]3[CH2:13][C:14]2[CH:23]=[CH:22][C:17]([C:18]([O:20][CH3:21])=[O:19])=[CH:16][C:15]=2[O:24][CH3:25])=[O:33])[CH2:30][CH2:29][CH2:28][CH2:27]1 |f:2.3|. Reported procedure: A mixture of the ester (H) described above (used without further characterization) (4.43 g), cyclopentylacetic acid (1.85 g), 4-(dimethylamino)pyridine (1.76 g), and 1-(3-dimethylaminopropyl)-3-ethylcarbodiimide hydrochloride (3.26 g), was dissolved in methylene chloride (100 ml), under an atmosphere of nitrogen, and stirred at room temperature for 18 hours. The mixture was poured into 1M hydrochloric acid (25 ml), the separated aqueous layer extracted with dichloromethane (2×100 ml), the combin... Procedure: 99.7 mg (0.60 mmol) of 3,5-dimethoxy-benzaldehyde are added to a solution of 130 mg (0.50 mmol) of 3-amino-4-(3-chloro-phenylamino)-1H-pyrazolo[3,4-d]pyrimidine in 26 ml of methanol and 120 mg (2.0 mmol) of acetic acid. As the reaction mixture is stirred, a solid precipitates which can be dissolved again by the addition of 52 ml of DMEU. 220 mg (3.5 mmol) of NaCNBH3 are added thereto and stirring is then continued for 5 hours at RT. Since not all of the 3-amino-4-(3-chloro-phenylamino)-1H-pyrazo... Solvent: O (water), CO (methanol). The reactants are NC1=NNC2=NC=NC(=C21)NC2=CC(=CC=C2)Cl (3-amino-4-(3-chloro-phenylamino)-1H-pyrazolo[3,4-d]pyrimidine), [BH3-]C#N.[Na+] (NaCNBH3), [BH3-]C#N.[Na+] (NaCNBH3), COC=1C=C(C=O)C=C(C1)OC (3,5-dimethoxy-benzaldehyde), NC1=NNC2=NC=NC(=C21)NC2=CC(=CC=C2)Cl (3-amino-4-(3-chloro-phenylamino)-1H-pyrazolo[3,4-d]pyrimidine), C(C)(=O)O (acetic acid). The product is ClC=1C=C(C=CC1)NC1=C2C(=NC=N1)NN=C2NCC2=CC(=CC(=C2)OC)OC (4-(3-chloro-phenylamino)-3-(3,5-dimethoxybenzylamino)-1H-pyrazolo[3,4-d]pyrimidine). RXN SMILES: [CH3:1][O:2][C:3]1[CH:4]=[C:5]([CH:8]=[C:9]([O:11][CH3:12])[CH:10]=1)[CH:6]=O.[NH2:13][C:14]1[C:22]2[C:17](=[N:18][CH:19]=[N:20][C:21]=2[NH:23][C:24]2[CH:29]=[CH:28][CH:27]=[C:26]([Cl:30])[CH:25]=2)[NH:16][N:15]=1.C(O)(=O)C.[BH3-]C#N.[Na+]>CO.O>[Cl:30][C:26]1[CH:25]=[C:24]([NH:23][C:21]2[N:20]=[CH:19][N:18]=[C:17]3[NH:16][N:15]=[C:14]([NH:13][CH2:6][C:5]4[CH:4]=[C:3]([O:2][CH3:1])[CH:10]=[C:9]([O:11][CH3:12])[CH:8]=4)[C:22]=23)[CH:29]=[CH:28][CH:27]=1 |f:3.4|. Reaction conditions: time 5 hour. The yield is 92.0%. The solvent is C1CCOC1 (THF). As a reaction SMILES: [Br:1][C:2]1[C:3]([O:12][CH3:13])=[C:4]([CH:7]=[C:8]([O:10][CH3:11])[CH:9]=1)[CH:5]=[O:6].[H-].[H-].[H-].[H-].[Li+].[Al+3]>C1COCC1>[Br:1][C:2]1[C:3]([O:12][CH3:13])=[C:4]([CH2:5][OH:6])[CH:7]=[C:8]([O:10][CH3:11])[CH:9]=1 |f:1.2.3.4.5.6|. The product is BrC=1C(=C(C=C(C1)OC)CO)OC ((3-Bromo-2,5-dimethoxy-phenyl)-methanol). Reported procedure: To a cooled (0° C.) solution of 51 (8.0 g, 33 mmol) in THF (100 ml) was added LiAlH4 (15 ml of 1.0M in THF) dropwise. After 15 min, the reaction was quenched with 2N HCl and the aqueous layer was extracted with EtOAc. The EtOAc layer was dried concentrated to give a solid (7.5 g, 93%): Mp=65–67° C.; 1H NMR (DMSO-d6) δ 7.05 (d, 1 H, J=3.0 Hz), 6.98 (d, 1 H, J=2.5 Hz), 5.28 (t, 1 H, J=4.9 Hz), 4.47 (d, 2 H, J=5.7 Hz), 3.73 (s, 3 H), 3.67 (s, 3 H); MS 245 (M−H)− Reactants: BrC=1C(=C(C=O)C=C(C1)OC)OC (3-Bromo-2,5-dimethoxy-benzaldehyde), [H-].[H-].[H-].[H-].[Li+].[Al+3] (LiAlH4). Run at time 15 minute. Starting materials: OC(CCCCC)C1=C(C2=C(C=CC(=C2C(=C1)OC)OC)OC)OC (2-(1-hydroxyhexyl)-1,4,5,8-tetramethoxynaphthalene), [N+](=O)([O-])[O-].[NH4+].[Ce+4].[N+](=O)([O-])[O-].[N+](=O)([O-])[O-].[N+](=O)([O-])[O-].[N+](=O)([O-])[O-] (cerium (IV) ammonium nitrate). The solvent is C(C)#N (acetonitrile), O (water), O (water). Run at time 30 minute. Yields the product OC(CCCC)C=1C(C2=C(C=CC(=C2C(C1)=O)OC)OC)=O (2-(1-hydroxypentyl)-5,8-dimethoxy-1,4-naphthoquinone). Yield: 38.3%. As a reaction SMILES: [OH:1][CH:2]([C:8]1[CH:17]=[C:16]([O:18]C)[C:15]2[C:10](=[C:11]([O:22][CH3:23])[CH:12]=[CH:13][C:14]=2[O:20][CH3:21])[C:9]=1[O:24]C)[CH2:3][CH2:4][CH2:5][CH2:6]C.[N+]([O-])([O-])=O.[NH4+].[Ce+4].[N+]([O-])([O-])=O.[N+]([O-])([O-])=O.[N+]([O-])([O-])=O.[N+]([O-])([O-])=O>C(#N)C.O>[OH:1][CH:2]([C:8]1[C:9](=[O:24])[C:10]2[C:15]([C:16](=[O:18])[CH:17]=1)=[C:14]([O:20][CH3:21])[CH:13]=[CH:12][C:11]=2[O:22][CH3:23])[CH2:3][CH2:4][CH2:5][CH3:6] |f:1.2.3.4.5.6.7|. Procedure details: 3.6 g (10.3 mmole) of 2-(1-hydroxyhexyl)-1,4,5,8-tetramethoxynaphthalene was dissolved in 50 ml of acetonitrile and then a solution of 14.2 g (25.0 mmole) of cerium (IV) ammonium nitrate dissolved in 50 ml of distilled water was added dropwise thereto over 30 minutes through a dropping funnel in a cooling bath (0°-5° C.). The reaction mixture was stirred at normal temperature for 2 hours. After adding 100 ml of distilled water thereto, the reaction mixture was extracted twice with dichloromethan... The reactants are CCCI, CC(=O)c1cc2c(cc1O)OC(C)(C)C=C2c1ccccc1. Product: CCCOc1cc2c(cc1C(C)=O)C(c1ccccc1)=CC(C)(C)O2. RXN SMILES: [I:23][CH2:24][CH2:25][CH3:26].[OH:1][c:2]1[c:3]([C:20]([CH3:21])=[O:22])[cH:4][c:5]2[c:10]([cH:11]1)[O:9][C:8]([CH3:12])([CH3:13])[CH:7]=[C:6]2[c:14]1[cH:15][cH:16][cH:17][cH:18][cH:19]1>>[O:1]([c:2]1[c:3]([C:20]([CH3:21])=[O:22])[cH:4][c:5]2[c:10]([cH:11]1)[O:9][C:8]([CH3:12])([CH3:13])[CH:7]=[C:6]2[c:14]1[cH:15][cH:16][cH:17][cH:18][cH:19]1)[CH2:24][CH2:25][CH3:26]. Starting materials: CCOC(C)=O, CC(=O)O, Nc1cnc(S)s1, N#CO[Na], C1CCOC1, O. Product: NC(=O)Nc1cnc(S)s1. As a reaction SMILES: [CH3:17][CH2:18][O:19][C:20](=[O:21])[CH3:22].[CH3:24][C:25](=[O:26])[OH:27].[NH2:1][c:2]1[cH:3][n:4][c:5]([SH:7])[s:6]1.[Na:8][O:9][C:10]#[N:11].[O:12]1[CH2:13][CH2:14][CH2:15][CH2:16]1.[OH2:23]>>[NH:1]([c:2]1[cH:3][n:4][c:5]([SH:7])[s:6]1)[C:10](=[O:9])[NH2:11].